This data is from the Open Reaction Database (ORD), a public repository of structured organic reaction records. The task is: describe an organic reaction: reactants, conditions, products, and yield Starting materials: dichloro, 4,5,6,7-tetrahydro, C1(OC(C2=CC=CC=C12)=O)=O (isobenzofuran-1,3-dione), O.NN (hydrazine hydrate). The product is hexahydro, C1(N=NC(C2=CC=CC=C12)=O)=O (phthalazine-1,4-dione). RXN SMILES: [C:1]1(=O)[C:9]2[C:4](=[CH:5][CH:6]=[CH:7][CH:8]=2)[C:3](=[O:10])[O:2]1.O.[NH2:13][NH2:14]>>[C:3]1(=[O:10])[C:4]2[C:9](=[CH:8][CH:7]=[CH:6][CH:5]=2)[C:1](=[O:2])[N:14]=[N:13]1 |f:1.2|. Procedure: When R7 and R8 are cyclopentylene or cyclohexylene, the dichloro intermediate is conveniently prepared from a 4,5,6,7-tetrahydro-4,7-(methano or ethano)isobenzofuran-1,3-dione. Diels and Alder, Ann., 478, 149 (1930); Ann., 490, 236 (1931). The dione compound is reacted with excess hydrazine hydrate in an exothermic reaction to produce the corresponding hexahydro-5,8-(methano or ethano)phthalazine-1,4-dione. Additional heating at 100°-170° C. for 10-30 minutes may be useful to complete the reacti... The reactants are [OH-].[K+] (potassium hydroxide), C(CCCCCCCCC)C=1SC(=NN1)C1=CC(=C(C=C1)OC(C)=O)F (2-decyl-5-(4-acetoxy-3-fluorophenyl)-1,3,4-thiadiazole), O (water), O (water), S(O)(O)(=O)=O (sulfuric acid). Run in CCCCCC (n-hexane), C(C)O (ethanol). Reaction conditions: temperature 70 celsius, time 10 minute. Product: C(CCCCCCCCC)C=1SC(=NN1)C1=CC(=C(C=C1)O)F (2-decyl-5-(3-fluoro-4-hydroxyphenyl)-1,3,4-thiadiazole). Yield: 92.8%. RXN SMILES: [OH-].[K+].[CH2:3]([C:13]1[S:14][C:15]([C:18]2[CH:23]=[CH:22][C:21]([O:24]C(=O)C)=[C:20]([F:28])[CH:19]=2)=[N:16][N:17]=1)[CH2:4][CH2:5][CH2:6][CH2:7][CH2:8][CH2:9][CH2:10][CH2:11][CH3:12].O.S(=O)(=O)(O)O>C(O)C.CCCCCC>[CH2:3]([C:13]1[S:14][C:15]([C:18]2[CH:23]=[CH:22][C:21]([OH:24])=[C:20]([F:28])[CH:19]=2)=[N:16][N:17]=1)[CH2:4][CH2:5][CH2:6][CH2:7][CH2:8][CH2:9][CH2:10][CH2:11][CH3:12] |f:0.1|. Procedure: 1.59 g (24.1 mM) of 85%-potassium hydroxide was dissolved in 50 ml of ethanol on an oil bath (bath temperature: about 70° C.). To the solution, 3.37 g (wet, 8.90 mM) of 2-decyl-5-(4-acetoxy-3-fluorophenyl)-1,3,4-thiadiazole was added, followed by stirring for 10 minutes at about 70° C. After the reaction, the reaction mixture was poured into iced water, followed by filtration under reduced pressure. The filtrate was condensed, followed by successive addition of about 100 ml of water, 2.3 ml of c...